This data is from the Open Reaction Database (ORD), a public repository of structured organic reaction records. The task is: describe an organic reaction: reactants, conditions, products, and yield Starting materials: COC1=CC=C(C(=O)OC2=C(C=C(C=C2NC(C2=CC=C(C=C2)OC)=O)OC)Br)C=C1 (2-bromo-4-methoxy-6-[(4-methoxybenzoyl)amino]phenyl 4-methoxybenzoate), O.C1(=CC=C(C=C1)S(=O)(=O)O)C (p-toluenesulfonic acid monohydrate), CC=1C=CC(=CC1)C (p-xylene), initial suspension. Solvent: O (water). Yields the product BrC1=CC(=CC=2N=C(OC21)C2=CC=C(C=C2)O)O (7-Bromo-2-(4-hydroxyphenyl)-1,3-benzoxazol-5-ol). The yield is 88.9%. RXN SMILES: COC1C=CC(C(O[C:10]2[C:15]([NH:16][C:17](=[O:26])[C:18]3[CH:23]=[CH:22][C:21]([O:24]C)=[CH:20][CH:19]=3)=[CH:14][C:13]([O:27]C)=[CH:12][C:11]=2[Br:29])=O)=CC=1.O.C1(C)C=CC(S(O)(=O)=O)=CC=1.CC1C=CC(C)=CC=1>O>[Br:29][C:11]1[C:10]2[O:26][C:17]([C:18]3[CH:23]=[CH:22][C:21]([OH:24])=[CH:20][CH:19]=3)=[N:16][C:15]=2[CH:14]=[C:13]([OH:27])[CH:12]=1 |f:1.2|. Procedure: A suspension of 2-bromo-4-methoxy-6-[(4-methoxybenzoyl)amino]phenyl 4-methoxybenzoate (42.0 g, 86.4 mmol), p-toluenesulfonic acid monohydrate (32.8 g, 172.8 mmol) and anhydrous p-xylene (800 mL) was refluxed for 1 h with continuous water removal (Dean-Stark Trap). The initial suspension turned into a brown solution at refluxing temperature. The mixture was cooled to room temperature and washed with NaOH (2N). The organic layer was dried over MgSO4. Evaporation and crystallization from acetone/et... Starting materials: C1CCOC1, Cl, [H-], [Na+], CC(O)C(=O)N1CCOCC1, Cc1ccc(S(=O)(=O)Cl)cc1. The product is Cc1ccc(S(=O)(=O)OC(C)C(=O)N2CCOCC2)cc1. Reaction SMILES: [CH2:26]1[O:27][CH2:28][CH2:29][CH2:30]1.[ClH:25].[H-:1].[Na+:2].[OH:3][CH:4]([C:5](=[O:6])[N:7]1[CH2:8][CH2:9][O:10][CH2:11][CH2:12]1)[CH3:13].[c:14]1([CH3:24])[cH:15][cH:16][c:17]([S:20](=[O:21])(=[O:22])[Cl:23])[cH:18][cH:19]1>>[O:3]([CH:4]([C:5](=[O:6])[N:7]1[CH2:8][CH2:9][O:10][CH2:11][CH2:12]1)[CH3:13])[S:20]([c:17]1[cH:16][cH:15][c:14]([CH3:24])[cH:19][cH:18]1)(=[O:21])=[O:22]. The reactants are [Cl-].[Na+] (sodium chloride), C(C=C)(=O)OC (methyl acrylate), [N+](#[C-])C(C)S(=O)(=O)C1=CC=C(C=C1)C (1-(1-isocyanoethylsulfonyl)-4-methylbenzene), [H-].[Na+] (sodium hydride). Solvent: C(C)OCC (diethyl ether), CS(=O)C (DMSO), C(C)OCC (diethyl ether). Conditions: time 2 hour. Yields the product CC1=CC(=CN1)C(=O)OC (Methyl 5-methyl-1H-pyrrole-3-carboxylate). The yield is 65.2%. As a reaction SMILES: [C:1]([O:5][CH3:6])(=[O:4])[CH:2]=[CH2:3].[N+:7]([CH:9](S(C1C=CC(C)=CC=1)(=O)=O)[CH3:10])#[C-:8].[H-].[Na+].[Cl-].[Na+]>C(OCC)C.CS(C)=O>[CH3:10][C:9]1[NH:7][CH:8]=[C:2]([C:1]([O:5][CH3:6])=[O:4])[CH:3]=1 |f:2.3,4.5|. Procedure details: A solution of methyl acrylate (0.523 mL, 5.81 mmol) and 1-(1-isocyanoethylsulfonyl)-4-methylbenzene (1.215 g, 5.81 mmol) in diethyl ether (16.5 mL) and DMSO (8.5 mL) were added dropwise to a stirred suspension of sodium hydride (60% dispersion) (0.372 g, 9.29 mmol) in diethyl ether (25 mL) under nitrogen. The resulting suspension was stirred at room temperature for 2 hours. The reaction mixture was poured into 2% sodium chloride solution (200 mL), layers separated and the aqueous extracted with ... The reactants are FC=1C=C(C=O)C=CC1O (3-fluoro-4-hydroxybenzaldehyde), C(C)I (ethyl iodide). The product is C(C)OC1=C(C=C(C=O)C=C1)F (4-Ethoxy-3-fluorobenzaldehyde). Reaction SMILES: [F:1][C:2]1[CH:3]=[C:4]([CH:7]=[CH:8][C:9]=1[OH:10])[CH:5]=[O:6].[CH2:11](I)[CH3:12]>>[CH2:11]([O:10][C:9]1[CH:8]=[CH:7][C:4]([CH:5]=[O:6])=[CH:3][C:2]=1[F:1])[CH3:12]. Procedure: Following a similar procedure to that described in reference example 3, but starting from 3-fluoro-4-hydroxybenzaldehyde instead of 4-hydroxybenzaldehyde and using ethyl iodide instead of 2-iodopropane, the title compound of the example was obtained as an oil (48% yield). Reactants: ClCCl, CCOC(=O)C1N=C(c2ccccc2)c2cc(Cl)ccc2NC1=O, CC(=O)O, CCN(CC)CCn1c(C(=O)OC(C)C)c2ccc(Cl)cc2c1-c1ccccc1, Cl. The product is CC(C)OC(=O)C1N=C(c2ccccc2)c2cc(Cl)ccc2NC1=O. As a reaction SMILES: [CH2:31]([Cl:32])[Cl:33].[CH2:34]([CH3:35])[O:36][C:37](=[O:38])[CH:39]1[C:40](=[O:57])[NH:41][c:42]2[c:43]([cH:52][c:53]([Cl:56])[cH:54][cH:55]2)[C:44]([c:46]2[cH:47][cH:48][cH:49][cH:50][cH:51]2)=[N:45]1.[CH3:58][C:59](=[O:60])[OH:61].[CH:2]([O:3][C:4]([c:5]1[n:6]([CH2:7][CH2:8][N:9]([CH2:10][CH3:11])[CH2:12][CH3:13])[c:14](-[c:15]2[cH:16][cH:17][cH:18][cH:19][cH:20]2)[c:21]2[c:22]1[cH:23][cH:24][c:25]([Cl:26])[cH:27]2)=[O:28])([CH3:29])[CH3:30].[ClH:1]>>[CH3:2][CH:34]([CH3:35])[O:36][C:37](=[O:38])[CH:39]1[C:40](=[O:57])[NH:41][c:42]2[c:43]([cH:52][c:53]([Cl:56])[cH:54][cH:55]2)[C:44]([c:46]2[cH:47][cH:48][cH:49][cH:50][cH:51]2)=[N:45]1. The product is C(#N)C=1C=C(C=C(C1)C(F)(F)F)N1CCNCC1 (1-(3-cyano-5-trifluoromethyl-phenyl)-piperazine). Reported procedure: 2.42 g (13 mmol) 3-fluoro-5-trifluoromethyl-benzonitrile and 6.0 g (70 mmol) piperazine was dissolved in 50 ml dimethylsulfoxide and the solution was refluxed for one day. The mixture was poured into 200 ml of water and extracted with diethylether (3×100 ml). The organic layers were washed with saturated sodium chloride solution, then dried and evaporated to dryness in vacuo giving 2.96 g (yield 89.2%) of the title compound, melting at 85-7° C. Run in CS(=O)C (dimethylsulfoxide). As a reaction SMILES: F[C:2]1[CH:3]=[C:4]([CH:7]=[C:8]([C:10]([F:13])([F:12])[F:11])[CH:9]=1)[C:5]#[N:6].[NH:14]1[CH2:19][CH2:18][NH:17][CH2:16][CH2:15]1.O>CS(C)=O>[C:5]([C:4]1[CH:3]=[C:2]([N:14]2[CH2:19][CH2:18][NH:17][CH2:16][CH2:15]2)[CH:9]=[C:8]([C:10]([F:13])([F:12])[F:11])[CH:7]=1)#[N:6]. Yield: 89.2%. The reactants are FC=1C=C(C#N)C=C(C1)C(F)(F)F (3-fluoro-5-trifluoromethyl-benzonitrile), N1CCNCC1 (piperazine), O (water).